The task is: describe an organic reaction: reactants, conditions, products, and yield. This data is from the Open Reaction Database (ORD), a public repository of structured organic reaction records. The reactants are C(Cl)(Cl)Cl.CO.O (chloroform methanol water), S(O)(O)(=O)=O (sulfuric acid), C(C)(=O)O (acetic acid), COC1=CC=C(C=O)C=C1 (4-methoxybenzaldehyde), C(C)O (ethanol). The product is OC(=O)C(C)C1=CC=C(CC(C)C)C=C1 (Ibuprofen). RXN SMILES: [CH:1](Cl)(Cl)Cl.[CH3:5][OH:6].[OH2:7].CO[C:10]1[CH:17]=[CH:16][C:13]([CH:14]=O)=[CH:12][CH:11]=1.[CH2:18](O)[CH3:19].S(=O)(=O)(O)O.[C:26](O)(=O)[CH3:27]>>[OH:6][C:5]([CH:26]([C:10]1[CH:17]=[CH:16][C:13]([CH2:14][CH:18]([CH3:19])[CH3:1])=[CH:12][CH:11]=1)[CH3:27])=[O:7] |f:0.1.2|. Reported procedure: The synthesized compounds were subjected to TLC analysis under the following conditions: Silica gel 60 on aluminum sheet. Eluent is chloroform:methanol:water (65:35:5, v/v). Indicator is a spray of the composition: 4-methoxybenzaldehyde (10 ml), absolute ethanol (200 ml), 98% sulfuric acid (10 ml) and glacial acetic acid (2 ml). The chromatogram is sprayed with the indicator and then charred at 100° C.